This data is from the Open Reaction Database (ORD), a public repository of structured organic reaction records. The task is: describe an organic reaction: reactants, conditions, products, and yield The reactants are CN(C1=CC=C(C=C1)C(=O)C(=O)C1=CC=CC=C1)C (p-dimethylaminobenzil), C(#N)CC(=S)N (cyanothioacetamide). Reagents/catalysts: N1CCCCC1 (piperidine). Solvent: C(C)O (ethanol). Yields the product CN(C1=CC=C(C=C1)C1(C(=C(C(N1)=S)C#N)C1=CC=CC=C1)O)C (5-(4-Dimethylaminophenyl)-5-hydroxy-4-phenyl-2-thioxo-3-pyrroline-3-carbonitrile). RXN SMILES: [CH3:1][N:2]([CH3:19])[C:3]1[CH:8]=[CH:7][C:6]([C:9]([C:11]([C:13]2[CH:18]=[CH:17][CH:16]=[CH:15][CH:14]=2)=O)=[O:10])=[CH:5][CH:4]=1.[C:20]([CH2:22][C:23]([NH2:25])=[S:24])#[N:21]>N1CCCCC1.C(O)C>[CH3:1][N:2]([CH3:19])[C:3]1[CH:8]=[CH:7][C:6]([C:9]2([OH:10])[NH:25][C:23](=[S:24])[C:22]([C:20]#[N:21])=[C:11]2[C:13]2[CH:18]=[CH:17][CH:16]=[CH:15][CH:14]=2)=[CH:5][CH:4]=1. Procedure: A mixture of 10.1 g. p-dimethylaminobenzil, 3.2 g. cyanothioacetamide, 10 drops of piperidine and 100 ml. ethanol is stirred for 12 hours at ambient temperature. The precipitated product is filtered off with suction, washed with chloroform and recrystallised from ethanol. There are obtained 6.0 g. of the desired product in the form of yellow crystals; m.p. 184°-185° C. (decomp.). Reactants: ClC1=NC(=C2N=C(N(C2=N1)C)CN1CC(OCC1)(C)C)N1CCOCC1 (4-((2-chloro-9-methyl-6-morpholino-9H-purin-8-yl)methyl)-2,2-dimethylmorpholine), C=1(C(=CC=CC1)N)N (benzene-1,2-diamine), C(C)(=O)O (acetic acid). Yields the product CC1(CN(CCO1)CC=1N(C2=NC(=NC(=C2N1)N1CCOCC1)N1C(=NC2=C1C=CC=C2)C)C)C (2,2-dimethyl-4-((9-methyl-2-(2-methyl-1H-benzo[d]imidazol-1-yl)-6-morpholino-9H-purin-8-yl)methyl)morpholine). RXN SMILES: Cl[C:2]1[N:10]=[C:9]2[C:5]([N:6]=[C:7]([CH2:12][N:13]3[CH2:18][CH2:17][O:16][C:15]([CH3:20])([CH3:19])[CH2:14]3)[N:8]2[CH3:11])=[C:4]([N:21]2[CH2:26][CH2:25][O:24][CH2:23][CH2:22]2)[N:3]=1.[C:27]1([NH2:34])[C:28]([NH2:33])=[CH:29][CH:30]=[CH:31][CH:32]=1.[C:35](O)(=O)[CH3:36]>>[CH3:19][C:15]1([CH3:20])[O:16][CH2:17][CH2:18][N:13]([CH2:12][C:7]2[N:8]([CH3:11])[C:9]3[C:5]([N:6]=2)=[C:4]([N:21]2[CH2:26][CH2:25][O:24][CH2:23][CH2:22]2)[N:3]=[C:2]([N:33]2[C:28]4[CH:29]=[CH:30][CH:31]=[CH:32][C:27]=4[N:34]=[C:35]2[CH3:36])[N:10]=3)[CH2:14]1. Procedure: Following the procedures for 157 and General Procedure J, 4-((2-chloro-9-methyl-6-morpholino-9H-purin-8-yl)methyl)-2,2-dimethylmorpholine and benzene-1,2-diamine were reacted, followed by condensation with acetic acid to give 196. LCMS m/z: 477.2 (MH+)